The task is: describe an organic reaction: reactants, conditions, products, and yield. This data is from the Open Reaction Database (ORD), a public repository of structured organic reaction records. Reactants: C(C)(C)(C)OC(NC1=C(C=C(C(=C1)N1CCCCC1)Cl)[N+](=O)[O-])=O ((4-chloro-2-nitro-5-piperidin-1-yl-phenyl)-carbamic acid tert.-butyl ester), O.O.Cl[Sn]Cl (SnCl2.2H2O). The product is C(C)(C)(C)OC(NC1=C(C=C(C(=C1)N1CCCCC1)Cl)N)=O ((2-Amino-4-chloro-5-piperidin-1-yl-phenyl)-carbamic acid tert.-butyl ester), solid. As a reaction SMILES: [C:1]([O:5][C:6](=[O:24])[NH:7][C:8]1[CH:13]=[C:12]([N:14]2[CH2:19][CH2:18][CH2:17][CH2:16][CH2:15]2)[C:11]([Cl:20])=[CH:10][C:9]=1[N+:21]([O-])=O)([CH3:4])([CH3:3])[CH3:2].O.O.Cl[Sn]Cl>>[C:1]([O:5][C:6](=[O:24])[NH:7][C:8]1[CH:13]=[C:12]([N:14]2[CH2:19][CH2:18][CH2:17][CH2:16][CH2:15]2)[C:11]([Cl:20])=[CH:10][C:9]=1[NH2:21])([CH3:4])([CH3:2])[CH3:3] |f:1.2.3|. Reported procedure: The title compound was prepared from (4-chloro-2-nitro-5-piperidin-1-yl-phenyl)-carbamic acid tert.-butyl ester (Example C12) by reduction with SnCl2.2H2O according to the general procedure J (method b). Obtained as light brown solid (747 mg). Starting materials: [BH4-], NS(=O)(=O)c1cc(C(=O)CBr)ccc1F, CO, Cl, [Na+], [Na+], [OH-]. Yields the product NS(=O)(=O)c1cc(C2CO2)ccc1F. RXN SMILES: [BH4-:16].[Br:1][CH2:2][C:3](=[O:4])[c:5]1[cH:6][cH:7][c:8]([F:15])[c:9]([S:11](=[O:12])(=[O:13])[NH2:14])[cH:10]1.[CH3:21][OH:22].[ClH:20].[Na+:17].[Na+:19].[OH-:18]>>[CH2:2]1[CH:3]([c:5]2[cH:6][cH:7][c:8]([F:15])[c:9]([S:11](=[O:12])(=[O:13])[NH2:14])[cH:10]2)[O:4]1. Reactants: [Br-], O=C([O-])O, CCOCC, C1CCOC1, C[Mg+], N#Cc1ccc(Cl)cn1, Cl, [Na+]. Product: CC(=O)c1ccc(Cl)cn1. Reaction SMILES: [Br-:10].[C:14]([OH:15])([O-:16])=[O:17].[CH2:19]([O:20][CH2:21][CH3:22])[CH3:23].[CH2:24]1[O:25][CH2:26][CH2:27][CH2:28]1.[CH3:11][Mg+:12].[Cl:1][c:2]1[cH:3][cH:4][c:5]([C:8]#[N:9])[n:6][cH:7]1.[ClH:13].[Na+:18]>>[Cl:1][c:2]1[cH:3][cH:4][c:5]([C:14]([CH3:11])=[O:17])[n:6][cH:7]1. Reactants: O=C(Cl)c1ccccc1F, Nc1ccc(N2CCN3CCC2CC3)cc1. Yields the product Cl, O=C(Nc1ccc(N2CCN3CCC2CC3)cc1)c1ccccc1F. Reaction SMILES: [F:17][c:18]1[c:19]([C:20](=[O:21])[Cl:22])[cH:23][cH:24][cH:25][cH:26]1.[N:1]12[CH2:2][CH2:3][N:4]([c:10]3[cH:11][cH:12][c:13]([NH2:16])[cH:14][cH:15]3)[CH:5]([CH2:6][CH2:7]1)[CH2:8][CH2:9]2>>[ClH:22].[N:1]12[CH2:2][CH2:3][N:4]([c:10]3[cH:11][cH:12][c:13]([NH:16][C:20]([c:19]4[c:18]([F:17])[cH:26][cH:25][cH:24][cH:23]4)=[O:21])[cH:14][cH:15]3)[CH:5]([CH2:6][CH2:7]1)[CH2:8][CH2:9]2. The reactants are C1OC=2C=C3C(C(=CN(C3=CC2O1)CC(F)(F)F)C(=O)O)=O (6,7-methylenedioxy-1-(2,2,2-trifluoroethyl)-4(1H)-quinolone-3-carboxylic acid), CN(C=O)C (dimethyl formamide), CC(C(=O)OCCl)(C)C (chloromethyl trimethylacetate). Run in C(C)N(CC)CC (triethylamine). Run at time 0.5 hour. Yields the product C1OC=2C=C3C(C(=CN(C3=CC2O1)CC(F)(F)F)C(=O)OCOC(C(C)(C)C)=O)=O (6,7-Methylenedioxy-1-(2,2,2-trifluoroethyl)-4(1H)-quinolone-3-carboxylic acid, trimethylacetoxymethyl ester). RXN SMILES: [CH2:1]1[O:13][C:12]2[CH:11]=[C:10]3[C:5]([C:6](=[O:22])[C:7]([C:19]([OH:21])=[O:20])=[CH:8][N:9]3[CH2:14][C:15]([F:18])([F:17])[F:16])=[CH:4][C:3]=2[O:2]1.CN(C)C=O.[CH3:28][C:29]([CH3:36])([CH3:35])[C:30]([O:32][CH2:33]Cl)=[O:31]>C(N(CC)CC)C>[CH2:1]1[O:13][C:12]2[CH:11]=[C:10]3[C:5]([C:6](=[O:22])[C:7]([C:19]([O:21][CH2:33][O:32][C:30](=[O:31])[C:29]([CH3:36])([CH3:35])[CH3:28])=[O:20])=[CH:8][N:9]3[CH2:14][C:15]([F:18])([F:17])[F:16])=[CH:4][C:3]=2[O:2]1. Reported procedure: To a mixture of 2.6 g. 6,7-methylenedioxy-1-(2,2,2-trifluoroethyl)-4(1H)-quinolone-3-carboxylic acid and 35 ml. of dimethyl formamide was added 1.4 g. of triethylamine. The mixture was warmed to 55° and kept there for 1/2 hour. 2.8 g. of chloromethyl trimethylacetate was then added and the resulting mixture was stirred at 55° for 5 hours. The cooled solution was diluted with 150 ml. of ethyl acetate and washed with water. The ethyl acetate solution was dried over magnesium sulfate and concentrat... The reactants are C(C1=CC=CC=C1)N1CCC(CC1)C(=O)OCC (ethyl 1-benzylpiperidine-4-carboxylate), Cl.CNOC (N,O-dimethylhydroxylamine hydrochloride), C(C)(C)[Mg]Cl (i-PrMgCl). The yield is 83.8%. Run in C1CCOC1 (THF). Conditions: time 1 hour. The product is C(C1=CC=CC=C1)N1CCC(CC1)C(=O)N(C)OC (1-benzyl-N-methoxy-N-methylpiperidine-4-carboxamide). As a reaction SMILES: [CH2:1]([N:8]1[CH2:13][CH2:12][CH:11]([C:14]([O:16]CC)=O)[CH2:10][CH2:9]1)[C:2]1[CH:7]=[CH:6][CH:5]=[CH:4][CH:3]=1.Cl.[CH3:20][NH:21][O:22][CH3:23].C([Mg]Cl)(C)C>C1COCC1>[CH2:1]([N:8]1[CH2:9][CH2:10][CH:11]([C:14]([N:21]([O:22][CH3:23])[CH3:20])=[O:16])[CH2:12][CH2:13]1)[C:2]1[CH:3]=[CH:4][CH:5]=[CH:6][CH:7]=1 |f:1.2|. Reported procedure: A solution of ethyl 1-benzylpiperidine-4-carboxylate (10.0 g, 40.4 mmol) and N,O-dimethylhydroxylamine hydrochloride (6.12 g, 62.6 mmol) in THF (80 mL) was cooled to 0° C. prior to the addition of i-PrMgCl (121.2 mmol, 60.6 mL, 2 M in THF) dropwise. The reaction was stirred for 1 h, then quenched by addition of saturated aqueous ammonium chloride (90 mL). The aqueous and organic layers were separated. The separated aqueous phase was further extracted with ethyl acetate. The combined organic laye... Reactants: CC(C)COc1ccc(B(O)O)cc1C#N, Cc1ccccc1, COC(=O)c1ccnc(Cl)c1, [Na+], [Na+], O=C([O-])[O-], c1ccc(P(c2ccccc2)(c2ccccc2)[Pd](P(c2ccccc2)(c2ccccc2)c2ccccc2)(P(c2ccccc2)(c2ccccc2)c2ccccc2)P(c2ccccc2)(c2ccccc2)c2ccccc2)cc1. The product is COC(=O)c1ccnc(-c2ccc(OCC(C)C)c(C#N)c2)c1. Reaction SMILES: [C:1](#[N:2])[c:3]1[cH:4][c:5]([B:14]([OH:15])[OH:16])[cH:6][cH:7][c:8]1[O:9][CH2:10][CH:11]([CH3:12])[CH3:13].[CH3:28][c:29]1[cH:30][cH:31][cH:32][cH:33][cH:34]1.[Cl:17][c:18]1[cH:19][c:20]([C:21](=[O:22])[O:23][CH3:24])[cH:25][cH:26][n:27]1.[Na+:35].[Na+:36].[O-:37][C:38](=[O:39])[O-:40].[cH:41]1[cH:42][cH:43][c:44]([P:45]([Pd:46]([P:47]([c:48]2[cH:49][cH:50][cH:51][cH:52][cH:53]2)([c:54]2[cH:55][cH:56][cH:57][cH:58][cH:59]2)[c:60]2[cH:61][cH:62][cH:63][cH:64][cH:65]2)([P:66]([c:67]2[cH:68][cH:69][cH:70][cH:71][cH:72]2)([c:73]2[cH:74][cH:75][cH:76][cH:77][cH:78]2)[c:79]2[cH:80][cH:81][cH:82][cH:83][cH:84]2)[P:85]([c:86]2[cH:87][cH:88][cH:89][cH:90][cH:91]2)([c:92]2[cH:93][cH:94][cH:95][cH:96][cH:97]2)[c:98]2[cH:99][cH:100][cH:101][cH:102][cH:103]2)([c:104]2[cH:105][cH:106][cH:107][cH:108][cH:109]2)[c:110]2[cH:111][cH:112][cH:113][cH:114][cH:115]2)[cH:116][cH:117]1>>[C:1](#[N:2])[c:3]1[cH:4][c:5](-[c:18]2[cH:19][c:20]([C:21](=[O:22])[O:23][CH3:24])[cH:25][cH:26][n:27]2)[cH:6][cH:7][c:8]1[O:9][CH2:10][CH:11]([CH3:12])[CH3:13].